From a dataset of the Open Reaction Database (ORD), a public repository of structured organic reaction records. describe an organic reaction: reactants, conditions, products, and yield Reactants: CC1CC(C#N)(c2ccc(F)c(Sc3ccc(-c4ccnn4C)cc3)c2F)CCO1, O, O=S(=O)(O)O. Product: CC1CC(C(N)=O)(c2ccc(F)c(Sc3ccc(-c4ccnn4C)cc3)c2F)CCO1. RXN SMILES: [F:1][c:2]1[c:3]([C:22]2([C:29]#[N:30])[CH2:23][CH:24]([CH3:28])[O:25][CH2:26][CH2:27]2)[cH:4][cH:5][c:6]([F:21])[c:7]1[S:8][c:9]1[cH:10][cH:11][c:12](-[c:15]2[cH:16][cH:17][n:18][n:19]2[CH3:20])[cH:13][cH:14]1.[OH2:31].[S:32](=[O:33])(=[O:34])([OH:35])[OH:36]>>[F:1][c:2]1[c:3]([C:22]2([C:29]([NH2:30])=[O:31])[CH2:23][CH:24]([CH3:28])[O:25][CH2:26][CH2:27]2)[cH:4][cH:5][c:6]([F:21])[c:7]1[S:8][c:9]1[cH:10][cH:11][c:12](-[c:15]2[cH:16][cH:17][n:18][n:19]2[CH3:20])[cH:13][cH:14]1. Conditions: temperature 115 celsius, time 17 hour. Reaction SMILES: [CH3:1][C:2]1[C:11]([N+:12]([O-:14])=[O:13])=[CH:10][CH:9]=[CH:8][C:3]=1[C:4]([O:6][CH3:7])=[O:5].COC(OC)N(C)C.CN(C)C=O>>[N+:12]([C:11]1[CH:10]=[CH:9][CH:8]=[C:3]2[C:2]=1[CH:1]=[CH:7][O:6][C:4]2=[O:5])([O-:14])=[O:13]. Product: [N+](=O)([O-])C1=C2C=COC(C2=CC=C1)=O (5-Nitro-isochromen-1-one). Procedure: Methyl 2-methyl-3-nitrobenzoate (5 g, 0.02 mol) and 1,1-dimethoxy-N,N-dimethylmethanamine (10 mL, 0.07 mol) were dissolved in N,N-dimethylformamide (30 mL, 0.4 mol). The mixture was stirred at 115° C. for 17 hours. The volatiles were removed on a rotavapor. The residue was dissolved in ethylacetate (400 mL) and then silica gel (400 g) was added. The mixture was stirred at room temperature for 3 hours. Filtered, rinsed with ethylacetate (400 mL×3). Combined filtrates were concentrated to dryness ... Isolated yield 94.2%. Reactants: CC1=C(C(=O)OC)C=CC=C1[N+](=O)[O-] (Methyl 2-methyl-3-nitrobenzoate), COC(N(C)C)OC (1,1-dimethoxy-N,N-dimethylmethanamine), CN(C=O)C (N,N-dimethylformamide).